Dataset: the Open Reaction Database (ORD), a public repository of structured organic reaction records. Task: describe an organic reaction: reactants, conditions, products, and yield Yields the product CCOC(OCC)c1ccc(CN2CCC3(CCN(CC(C)C)CC3)C2)cc1. Starting materials: CC(=O)O[BH-](OC(C)=O)OC(C)=O, CC(=O)O, CCOC(OCC)c1ccc(C=O)cc1, CC(C)CN1CCC2(CCNC2)CC1, CN(C)C=O, [Na+], [Na+], [OH-]. As a reaction SMILES: [C:30]([O:31][BH-:32]([O:33][C:34](=[O:35])[CH3:36])[O:37][C:38](=[O:39])[CH3:40])(=[O:41])[CH3:42].[C:51]([OH:52])(=[O:53])[CH3:54].[CH2:15]([CH3:16])[O:17][CH:18]([c:19]1[cH:20][cH:21][c:22]([CH:23]=[O:24])[cH:25][cH:26]1)[O:27][CH2:28][CH3:29].[CH2:1]([CH:2]([CH3:3])[CH3:4])[N:5]1[CH2:6][CH2:7][C:8]2([CH2:9][CH2:10][NH:11][CH2:12]2)[CH2:13][CH2:14]1.[CH3:46][N:47]([CH3:48])[CH:49]=[O:50].[Na+:43].[Na+:45].[OH-:44]>>[CH2:1]([CH:2]([CH3:3])[CH3:4])[N:5]1[CH2:6][CH2:7][C:8]2([CH2:9][CH2:10][N:11]([CH2:23][c:22]3[cH:21][cH:20][c:19]([CH:18]([O:17][CH2:15][CH3:16])[O:27][CH2:28][CH3:29])[cH:26][cH:25]3)[CH2:12]2)[CH2:13][CH2:14]1. Starting materials: BrC=1C=C(C=C(C1)S(=O)(=O)C1=CC=C(C=C1)N)N(C(C)=O)C (N-[3-bromo-5-(4-aminobenzenesulphonyl)-phenyl]-N-methylacetamide). Solvent: O1CCOCC1 (dioxane), [OH-].[Na+] (NaOH). The product is NC1=CC=C(C=C1)S(=O)(=O)C=1C=C(C=C(C1)Br)NC ([3-(4-aminobenzenesulphonyl)-5-bromophenyl]-methylamine). Isolated yield 54.3%. Reaction SMILES: [Br:1][C:2]1[CH:3]=[C:4]([N:18](C)[C:19](=O)C)[CH:5]=[C:6]([S:8]([C:11]2[CH:16]=[CH:15][C:14]([NH2:17])=[CH:13][CH:12]=2)(=[O:10])=[O:9])[CH:7]=1>O1CCOCC1.[OH-].[Na+]>[NH2:17][C:14]1[CH:15]=[CH:16][C:11]([S:8]([C:6]2[CH:5]=[C:4]([NH:18][CH3:19])[CH:3]=[C:2]([Br:1])[CH:7]=2)(=[O:9])=[O:10])=[CH:12][CH:13]=1 |f:2.3|. Reported procedure: 0.021 g (0.000054 mol) of N-[3-bromo-5-(4-aminobenzenesulphonyl)-phenyl]-N-methylacetamide was dissolved in a mixture of 10 ml of dioxane and 10 ml of 1N NaOH and heated at reflux for 2 hrs. Subsequently, the organic solvent was distilled off and the residue was made neutral with 1N HCl and extracted with ethyl acetate. The organic phase was washed with water and sat. sodium chloride solution, dried over MgSO4, filtered and concentrated. The residue was chromatographed on silica gel with ethyl a...